describe an organic reaction: reactants, conditions, products, and yield From a dataset of the Open Reaction Database (ORD), a public repository of structured organic reaction records. Starting materials: OCCCBr, COC(=O)c1cc(-c2ccc(O)cc2)cc2c1cnn2C1CCCC1, [K+], [K+], O=C([O-])[O-], CN(C)C=O, O. As a reaction SMILES: [Br:26][CH2:27][CH2:28][CH2:29][OH:30].[CH:1]1([n:6]2[n:7][cH:8][c:9]3[c:10]([C:22](=[O:23])[O:24][CH3:25])[cH:11][c:12](-[c:15]4[cH:16][cH:17][c:18]([OH:21])[cH:19][cH:20]4)[cH:13][c:14]23)[CH2:2][CH2:3][CH2:4][CH2:5]1.[K+:31].[K+:32].[O-:33][C:34]([O-:35])=[O:36].[O:38]=[CH:39][N:40]([CH3:41])[CH3:42].[OH2:37]>>[CH:1]1([n:6]2[n:7][cH:8][c:9]3[c:10]([C:22](=[O:23])[O:24][CH3:25])[cH:11][c:12](-[c:15]4[cH:16][cH:17][c:18]([O:21][CH2:27][CH2:28][CH2:29][OH:30])[cH:19][cH:20]4)[cH:13][c:14]23)[CH2:2][CH2:3][CH2:4][CH2:5]1. The product is COC(=O)c1cc(-c2ccc(OCCCO)cc2)cc2c1cnn2C1CCCC1. Reactants: C(CC)N1C(=O)N(C=2N=C(NC2C1=O)C=1C=NC(=CC1)Cl)CCC (1,3-dipropyl-8-(6-chloro-3-pyridyl)xanthine), NN (hydrazine). Solvent: C(C)O (Ethanol). Run at temperature 130 celsius, time 13 hour. Product: C(C)N1C(=O)N(C=2N=C(NC2C1=O)C=1C=NC(=CC1)NN)CC (1,3-Diethyl-8-[6-hydrazino-3-pyridyl]xanthine). Reaction SMILES: [CH2:1]([N:4]1[C:13](=[O:14])[C:12]2[NH:11][C:10]([C:15]3[CH:16]=[N:17][C:18](Cl)=[CH:19][CH:20]=3)=[N:9][C:8]=2[N:7]([CH2:22][CH2:23]C)[C:5]1=[O:6])[CH2:2]C.[NH2:25][NH2:26]>C(O)C>[CH2:1]([N:4]1[C:13](=[O:14])[C:12]2[NH:11][C:10]([C:15]3[CH:16]=[N:17][C:18]([NH:25][NH2:26])=[CH:19][CH:20]=3)=[N:9][C:8]=2[N:7]([CH2:22][CH3:23])[C:5]1=[O:6])[CH3:2]. Reported procedure: Compound 1 (500 mg, 1.44 mmol) and hydrazine (4 ml) were put in a pressure tube. Ethanol (30 ml) was added. The pressure tube was flushed with argon, sealed and stirred at 100-160° C. for 10-16 h. After cooling, the resulting solid was collected and washed with methanol and ether to give compound 138 (40 mg). The product was used in the next step without further purification. Starting materials: CC(=O)OC(C#Cc1ccc(-c2cccs2)s1)COC1CCCCO1, CO, O=S(=O)(O)O. The product is CC(=O)OC(C#Cc1ccc(-c2cccs2)s1)CO. Reaction SMILES: [C:1]([CH3:2])(=[O:3])[O:4][CH:5]([C:6]#[C:7][c:8]1[cH:9][cH:10][c:11](-[c:13]2[s:14][cH:15][cH:16][cH:17]2)[s:12]1)[CH2:18][O:19][CH:20]1[CH2:21][CH2:22][CH2:23][CH2:24][O:25]1.[CH3:31][OH:32].[S:26](=[O:27])(=[O:28])([OH:29])[OH:30]>>[C:1]([CH3:2])(=[O:3])[O:4][CH:5]([C:6]#[C:7][c:8]1[cH:9][cH:10][c:11](-[c:13]2[s:14][cH:15][cH:16][cH:17]2)[s:12]1)[CH2:18][OH:19]. Starting materials: CC1=CC=C(C=C1)SCCCCOC=1C=CC2=C(COC(N2)=O)C1 (6-[4-(4-methyl-phenylmercapto)-butoxy]-4H-3,1-benzoxazin-2-one), OO (hydrogen peroxide). The product is CC1=CC=C(C=C1)S(=O)CCCCOC=1C=CC2=C(COC(N2)=O)C1 (6-[4-(4-Methyl-phenylsulfinyl)-butoxy]-4H-3,1-benzoxazin-2-one). Reaction SMILES: [CH3:1][C:2]1[CH:7]=[CH:6][C:5]([S:8][CH2:9][CH2:10][CH2:11][CH2:12][O:13][C:14]2[CH:15]=[CH:16][C:17]3[NH:22][C:21](=[O:23])[O:20][CH2:19][C:18]=3[CH:24]=2)=[CH:4][CH:3]=1.[OH:25]O>>[CH3:1][C:2]1[CH:3]=[CH:4][C:5]([S:8]([CH2:9][CH2:10][CH2:11][CH2:12][O:13][C:14]2[CH:15]=[CH:16][C:17]3[NH:22][C:21](=[O:23])[O:20][CH2:19][C:18]=3[CH:24]=2)=[O:25])=[CH:6][CH:7]=1. Reported procedure: Prepared analogously to Example 2 from 6-[4-(4-methyl-phenylmercapto)-butoxy]-4H-3,1-benzoxazin-2-one and hydrogen peroxide.